Task: describe an organic reaction: reactants, conditions, products, and yield. Dataset: the Open Reaction Database (ORD), a public repository of structured organic reaction records Reaction SMILES: [Br:1][C:2]1[CH:7]=[CH:6][C:5]([CH2:8][C:9]#[N:10])=[C:4]([C:11]([F:14])([F:13])[F:12])[CH:3]=1.[Cl-].Br[CH2:17][CH2:18]Cl.[OH-].[Na+]>>[Br:1][C:2]1[CH:7]=[CH:6][C:5]([C:8]2([C:9]#[N:10])[CH2:18][CH2:17]2)=[C:4]([C:11]([F:12])([F:13])[F:14])[CH:3]=1 |f:3.4|. Conditions: temperature 50 celsius, time 6 hour. The product is BrC1=CC(=C(C=C1)C1(CC1)C#N)C(F)(F)F (1-(4-Bromo-2-trifluoromethyl-phenyl)-cyclopropanecarbonitrile). The yield is 97.7%. Reported procedure: o a stirred solution of (4-bromo-2-trifluoromethyl-phenyl)-acetonitrile (3.33 g, 12.61 mmol) from step 2 of example A(141), benzyltriethylammoniym chloride (0.057 g, 0.25 mmol) and 1-bromo-2-chloroethane (1.57 g, 10.94 mmol), was added dropwise a solution of NaOH 40% ( 3 mL). The reaction mixture was stirred 6 hours at 50° C. After this time the reaction was quenched with 1 N HCl (30 mL) and extracted with EtOAC (3×30 mL). The organic phase was dried over Na2SO4 and evaporated. The crude organic... The reactants are BrC1=CC(=C(C=C1)CC#N)C(F)(F)F ((4-bromo-2-trifluoromethyl-phenyl)-acetonitrile), [OH-].[Na+] (NaOH), [Cl-] (chloride), BrCCCl (1-bromo-2-chloroethane). The reactants are FCCCOC1CN(CCC1(OC)OC)C(=O)OC(C)(C)C (tert-Butyl 3-(3-fluoropropoxy)-4,4-dimethoxypiperidine-1-carboxylate), O.C(=O)(C(F)(F)F)O (water TFA), C(=O)(OC(C)(C)C)OC(=O)OC(C)(C)C (di-tert-butyl dicarbonate). Yields the product FCCCOC1CN(CCC1=O)C(=O)OC(C)(C)C (tert-Butyl 3-(3-fluoropropoxy)-4-oxopiperidine-1-carboxylate). RXN SMILES: [F:1][CH2:2][CH2:3][CH2:4][O:5][CH:6]1[C:11](OC)([O:12]C)[CH2:10][CH2:9][N:8]([C:16]([O:18][C:19]([CH3:22])([CH3:21])[CH3:20])=[O:17])[CH2:7]1.O.C(O)(C(F)(F)F)=O.C(OC(OC(C)(C)C)=O)(OC(C)(C)C)=O>>[F:1][CH2:2][CH2:3][CH2:4][O:5][CH:6]1[C:11](=[O:12])[CH2:10][CH2:9][N:8]([C:16]([O:18][C:19]([CH3:22])([CH3:21])[CH3:20])=[O:17])[CH2:7]1 |f:1.2|. Reported procedure: The same operation as in Example (90b) was performed using tert-butyl 3-(3-fluoropropoxy)-4,4-dimethoxypiperidine-1-carboxylate obtained in Example (127a) (2.27 g, 21.2 mmol), a water/TFA mixed solution (3/1, 12 mL) and di-tert-butyl dicarbonate (2.18 g, 10 mol). The resulting residue was purified by silica gel column chromatography (elution solvent: hexane/ethyl acetate=10/1, 5/1, 2/1, 1/1) to obtain 1.71 of the title compound as a colorless oily substance (88%). Starting materials: ClC1=C(C#N)C=C(C(=N1)C1=C(C=CC=C1)Cl)C1=CC=C(C=C1)Cl (2-Chloro-6-(2-chlorophenyl)-5-(4-chlorophenyl)nicotinonitrile), FC=1C=C(C=CC1F)O (3,4-difluorophenol), C(=O)([O-])[O-].[Cs+].[Cs+] (Cs2CO3). The solvent is C1(=CC=CC=C1)C (toluene). Conditions: temperature 100 celsius, time 16 hour. Yields the product ClC1=C(C=CC=C1)C1=NC(=C(C#N)C=C1C1=CC=C(C=C1)Cl)OC1=CC(=C(C=C1)F)F (6-(2-Chlorophenyl)-5-(4-chlorophenyl)-2-(3,4-difluorophenoxy)nicotinonitrile). RXN SMILES: Cl[C:2]1[N:9]=[C:8]([C:10]2[CH:15]=[CH:14][CH:13]=[CH:12][C:11]=2[Cl:16])[C:7]([C:17]2[CH:22]=[CH:21][C:20]([Cl:23])=[CH:19][CH:18]=2)=[CH:6][C:3]=1[C:4]#[N:5].[F:24][C:25]1[CH:26]=[C:27]([OH:32])[CH:28]=[CH:29][C:30]=1[F:31].C([O-])([O-])=O.[Cs+].[Cs+]>C1(C)C=CC=CC=1>[Cl:16][C:11]1[CH:12]=[CH:13][CH:14]=[CH:15][C:10]=1[C:8]1[C:7]([C:17]2[CH:18]=[CH:19][C:20]([Cl:23])=[CH:21][CH:22]=2)=[CH:6][C:3]([C:4]#[N:5])=[C:2]([O:32][C:27]2[CH:28]=[CH:29][C:30]([F:31])=[C:25]([F:24])[CH:26]=2)[N:9]=1 |f:2.3.4|. Reported procedure: To the product of Example 131 (250 mg, 0.6984 mmol) was added 3,4-difluorophenol (273 mg, 2.095 mmol), Cs2CO3 (683 mg, 2.096 mmol) and toluene (4.5 mL) before heating to 100° C. After stirring 16 hours the reaction solution was filtered and concentrated. The residue was purified by flash chromatography (silica gel) eluting with 10% ethyl acetate/hexane affording the product. MS (electrospray) m/e 453.0 MH+ (Rt=4.4 min LC/MS). Reactants: CCC(NCc1ccc(OC(C)(C)C(=O)OC(C)(C)C)cc1)C(=O)Nc1cc(C)c(OC)cc1C, ClCCl, O=C(O)C(F)(F)F. The product is CCC(NCc1ccc(OC(C)(C)C(=O)O)cc1)C(=O)Nc1cc(C)c(OC)cc1C. RXN SMILES: [CH3:1][O:2][c:3]1[cH:4][c:5]([CH3:35])[c:6]([NH:10][C:11](=[O:12])[CH:13]([CH2:14][CH3:15])[NH:16][CH2:17][c:18]2[cH:19][cH:20][c:21]([O:22][C:23]([C:24](=[O:25])[O:26][C:27]([CH3:28])([CH3:29])[CH3:30])([CH3:31])[CH3:32])[cH:33][cH:34]2)[cH:7][c:8]1[CH3:9].[Cl:43][CH2:44][Cl:45].[OH:36][C:37]([C:38]([F:39])([F:40])[F:41])=[O:42]>>[CH3:1][O:2][c:3]1[cH:4][c:5]([CH3:35])[c:6]([NH:10][C:11](=[O:12])[CH:13]([CH2:14][CH3:15])[NH:16][CH2:17][c:18]2[cH:19][cH:20][c:21]([O:22][C:23]([C:24](=[O:25])[OH:26])([CH3:31])[CH3:32])[cH:33][cH:34]2)[cH:7][c:8]1[CH3:9]. The product is COC(=O)C1CN(C2CCN(C(=O)OC(C)(C)C)CC2)C(=O)N1C. The reactants are COC(=O)C1CN(C2=CCN(C(=O)OC(C)(C)C)CC2)C(=O)N1C, COC(=O)C1CNC(=O)N1C, CCOC(C)=O. Reaction SMILES: [CH3:12][N:13]1[C:14](=[O:35])[N:15]([C:22]2=[CH:27][CH2:26][N:25]([C:28](=[O:29])[O:30][C:31]([CH3:32])([CH3:33])[CH3:34])[CH2:24][CH2:23]2)[CH2:16][CH:17]1[C:18](=[O:19])[O:20][CH3:21].[CH3:1][N:2]1[CH:3]([C:4]([O:5][CH3:6])=[O:7])[CH2:8][NH:9][C:10]1=[O:11].[CH3:36][CH2:37][O:38][C:39](=[O:40])[CH3:41]>>[CH3:12][N:13]1[C:14](=[O:35])[N:15]([CH:22]2[CH2:23][CH2:24][N:25]([C:28](=[O:29])[O:30][C:31]([CH3:32])([CH3:33])[CH3:34])[CH2:26][CH2:27]2)[CH2:16][CH:17]1[C:18](=[O:19])[O:20][CH3:21]. Reactants: C(C)(=O)[O-].[Na+] (sodium acetate), NOS(=O)(=O)O (hydroxylamine-O-sulfonic acid), S(=O)=O (sulfur dioxide), solution, C(CCC)[Li] (n-butyllithium), 16.3, C(C)S(=O)(=O)N1CCCC1 (1-ethylsulfonylpyrrolidine). Run in O (water), O (water), O (water), CCCCCC (hexane), O1CCCC1 (tetrahydrofuran). Reaction conditions: time 6 hour. Product: N1(CCCC1)S(=O)(=O)C(C)S(=O)(=O)N (1-Pyrrolidinosulfonylethanesulfonamide). RXN SMILES: C([Li])CCC.[CH2:6]([S:8]([N:11]1[CH2:15][CH2:14][CH2:13][CH2:12]1)(=[O:10])=[O:9])[CH3:7].[S:16](=[O:18])=[O:17].C([O-])(=O)C.[Na+].[NH2:24]OS(O)(=O)=O>CCCCCC.O1CCCC1.O>[N:11]1([S:8]([CH:6]([S:16]([NH2:24])(=[O:18])=[O:17])[CH3:7])(=[O:10])=[O:9])[CH2:15][CH2:14][CH2:13][CH2:12]1 |f:3.4|. Procedure details: Under an N2 atmosphere, 68.8 ml (0.11 mol) of a 1.6N solution of n-butyllithium in hexane are added dropwise at -78° C. to 16.3 (0.1 mol) of 1-ethylsulfonylpyrrolidine in 150 ml of absolute tetrahydrofuran. After 6 hours at -78° C., 26.0 g (0.4 mol) of sulfur dioxide are passed in at the same temperature, the mixture is subsequently allowed to come to room temperature, and stirring is continued for 14 hours. Evaporation of the reaction solution gives a crude sulfinate which is dissolved in 300 m...